This data is from the Open Reaction Database (ORD), a public repository of structured organic reaction records. The task is: describe an organic reaction: reactants, conditions, products, and yield Reactants: FC=1C=C(C=CC1F)N1N=CC(=C(C1=O)OS(=O)(=O)C1=CC=C(C)C=C1)C1=CC=C(C=C1)S(=O)(=O)C (2-(3,4-difluorophenyl)-4-tosyloxy-5-[4-(methylsulfonyl)phenyl]-3(2H)-pyridazinone), C(C)C(CO)CCCC (2-ethyl-1-hexanol). Yields the product FC=1C=C(C=CC1F)N1N=CC(=C(C1=O)OC(C)CC(C)C)C1=CC=C(C=C1)S(=O)(=O)C (2-(3,4-Difluorophenyl)-4-(4-methyl-2-pentyloxy)-5-[4-(methylsulfonyl)phenyl]-3(2H)-pyridazinone). RXN SMILES: [F:1][C:2]1[CH:3]=[C:4]([N:9]2[C:14](=[O:15])[C:13]([O:16]S(C3C=CC(C)=CC=3)(=O)=O)=[C:12]([C:27]3[CH:32]=[CH:31][C:30]([S:33]([CH3:36])(=[O:35])=[O:34])=[CH:29][CH:28]=3)[CH:11]=[N:10]2)[CH:5]=[CH:6][C:7]=1[F:8].[CH2:37]([CH:39]([CH2:42][CH2:43][CH2:44]C)[CH2:40]O)C>>[F:1][C:2]1[CH:3]=[C:4]([N:9]2[C:14](=[O:15])[C:13]([O:16][CH:43]([CH2:42][CH:39]([CH3:40])[CH3:37])[CH3:44])=[C:12]([C:27]3[CH:32]=[CH:31][C:30]([S:33]([CH3:36])(=[O:34])=[O:35])=[CH:29][CH:28]=3)[CH:11]=[N:10]2)[CH:5]=[CH:6][C:7]=1[F:8]. Procedure: The title compound was prepared according to the method of Example 178, starting with 2-(3,4-difluorophenyl)-4-tosyloxy-5-[4-(methylsulfonyl)phenyl]-3(2H)-pyridazinone in place of 2-(4-fluorophenyl)-4-tosyloxy-5-[4-(methylsulfonyl)phenyl]-3(2H)-pyridazinone and substituting 4-methyl-2-pentanol for 2-ethyl-1-hexanol (yield: 115 mg, 50%). mp 132-133° C. 1H NMR (300 MHz, DMSO-d6) δ 0.80 (d, J=7 Hz, 3H), 0.87 (d, J=7 Hz, 3H), 1.10 (d, J=7 Hz, 3H), 1.26 (m, 1H), 1.50 (m, 1H), 1.63 (m, 1H), 3.30 (s, 3... The reactants are CNC, Cc1cc2c(c(Cl)n1)c(=O)cc(Nc1ccccc1)n2-c1ccccc1, C1COCCO1. The product is Cc1cc2c(c(N(C)C)n1)c(=O)cc(Nc1ccccc1)n2-c1ccccc1. As a reaction SMILES: [CH3:27][NH:28][CH3:29].[NH:1]([c:2]1[cH:3][cH:4][cH:5][cH:6][cH:7]1)[c:8]1[n:9](-[c:21]2[cH:22][cH:23][cH:24][cH:25][cH:26]2)[c:10]2[cH:11][c:12]([CH3:20])[n:13][c:14]([Cl:19])[c:15]2[c:16](=[O:18])[cH:17]1.[O:30]1[CH2:31][CH2:32][O:33][CH2:34][CH2:35]1>>[NH:1]([c:2]1[cH:3][cH:4][cH:5][cH:6][cH:7]1)[c:8]1[n:9](-[c:21]2[cH:22][cH:23][cH:24][cH:25][cH:26]2)[c:10]2[cH:11][c:12]([CH3:20])[n:13][c:14]([N:28]([CH3:27])[CH3:29])[c:15]2[c:16](=[O:18])[cH:17]1.